Dataset: the Open Reaction Database (ORD), a public repository of structured organic reaction records. Task: describe an organic reaction: reactants, conditions, products, and yield The reactants are O1[C@@H]2C(OC3=C([C@@H]21)C=C(C=C3)C#N)(C)C ((3S,4S)-3,4-epoxy-3,4-dihydro-2,2-dimethyl-2H-1-benzopyran-6-carbonitrile), C(#N)N=C1SCCN1 (2 -cyanoiminothiazolidine). The solvent is C(C)N(CC)CC (triethylamine). The product is C(#N)N=C1SCCN1[C@H]1[C@@H](C(OC2=C1C=C(C=C2)C#N)(C)C)O ((3S,4R)-4(2-cyanoiminothiazolidin-3-yl)-3,4-dihydro-3-hydroxy-2,2-dimethyl-2H-1-benzopyran-6-carbonitrile). Yield: 56.9%. As a reaction SMILES: [O:1]1[C@@H:7]2[C@H:2]1[C:3]([CH3:15])([CH3:14])[O:4][C:5]1[CH:11]=[CH:10][C:9]([C:12]#[N:13])=[CH:8][C:6]=12.[C:16]([N:18]=[C:19]1[NH:23][CH2:22][CH2:21][S:20]1)#[N:17]>C(N(CC)CC)C>[C:16]([N:18]=[C:19]1[N:23]([C@@H:7]2[C:6]3[CH:8]=[C:9]([C:12]#[N:13])[CH:10]=[CH:11][C:5]=3[O:4][C:3]([CH3:15])([CH3:14])[C@H:2]2[OH:1])[CH2:22][CH2:21][S:20]1)#[N:17]. Reported procedure: A mixture of (3S,4S)-3,4-epoxy-3,4-dihydro-2,2-dimethyl-2H-1-benzopyran-6-carbonitrile (0.603 g) and 2 -cyanoiminothiazolidine (0.762 g) in triethylamine (4.2 ml) was heated under reflux for 9 hours. The resulting precipitates were collected by filtration, and washed with water, and recrystallized from ethanol to give (3S,4R)-4(2-cyanoiminothiazolidin-3-yl)-3,4-dihydro-3-hydroxy-2,2-dimethyl-2H-1-benzopyran-6-carbonitrile (0.56 g). Reactants: CC(C)(C)C1=CC=C(C=C1C1=C(C=CC(=C1)OC)F)COC1=CC=C(C=C1)[C@@H](CC(=O)OC)\C=C/CC (Methyl (3S,4Z)-3-(4-(((6-(1,1-dimethylethyl)-2′-fluoro-5′-(methyloxy)-1,1′-biphenyl-3-yl)methyl)oxy)phenyl)-4-heptenoate), C1CCOC1 (THF), CCO (EtOH), [OH-].[Na+] (sodium hydroxide). Run at time 22 hour. Yields the product CC(C)(C)C1=CC=C(C=C1C1=C(C=CC(=C1)OC)F)COC1=CC=C(C=C1)[C@@H](CC(=O)O)\C=C/CC ((3S,4Z)-3-(4-(((6-(1,1-Dimethylethyl)-2′-fluoro-5′-(methyloxy)-1,1′-biphenyl-3-yl)methyl)oxy)phenyl)-4-heptenoic acid). Yield: 43.0%. Reaction SMILES: [CH3:1][C:2]([C:5]1[C:10]([C:11]2[CH:16]=[C:15]([O:17][CH3:18])[CH:14]=[CH:13][C:12]=2[F:19])=[CH:9][C:8]([CH2:20][O:21][C:22]2[CH:27]=[CH:26][C:25]([C@H:28](/[CH:34]=[CH:35]\[CH2:36][CH3:37])[CH2:29][C:30]([O:32]C)=[O:31])=[CH:24][CH:23]=2)=[CH:7][CH:6]=1)([CH3:4])[CH3:3].C1COCC1.CCO.[OH-].[Na+]>>[CH3:4][C:2]([C:5]1[C:10]([C:11]2[CH:16]=[C:15]([O:17][CH3:18])[CH:14]=[CH:13][C:12]=2[F:19])=[CH:9][C:8]([CH2:20][O:21][C:22]2[CH:23]=[CH:24][C:25]([C@H:28](/[CH:34]=[CH:35]\[CH2:36][CH3:37])[CH2:29][C:30]([OH:32])=[O:31])=[CH:26][CH:27]=2)=[CH:7][CH:6]=1)([CH3:1])[CH3:3] |f:3.4|. Procedure details: To a stirred solution of 35.2 (0.047 g, 0.09 mmol) in THF (2 mL, 0.2 mmol) and EtOH (2 mL, 0.2 mmol) at 23° C. was added a solution of 1 M sodium hydroxide (1.00 mL, 1.0 mmol). The resulting reaction mixture was stirred for 22 hours, and then was concentrated in vacuo. 1 N HCl was added to bring the pH to 1, and the resulting mixture was extracted EtOAc, dried over MgSO4, filtered and concentrated. The product thus obtained was purified by silica gel flash chromatography (0-20% EtOAc/hexane) to ... The reactants are COC1=NC=CC=C1CN1CCC(CC1)CCC1=C(C=CC=C1)C (1-[(2-methoxy-3-pyridyl)methyl]-4-[2-(2-methylphenyl)ethyl]piperidine), C(C)(=O)OCC.Cl (hydrogen chloride-ethyl acetate). Run in C(C)O (ethanol). Yields the product O=C1NC=CC=C1CN1CCC(CC1)CCC1=C(C=CC=C1)C (1-[(2-Oxo-1,2-dihydro-3-pyridinyl)methyl]-4-[2-(2-methylphenyl)ethyl]piperidine). The yield is 77.3%. As a reaction SMILES: C[O:2][C:3]1[C:8]([CH2:9][N:10]2[CH2:15][CH2:14][CH:13]([CH2:16][CH2:17][C:18]3[CH:23]=[CH:22][CH:21]=[CH:20][C:19]=3[CH3:24])[CH2:12][CH2:11]2)=[CH:7][CH:6]=[CH:5][N:4]=1.C(OCC)(=O)C.Cl>C(O)C>[O:2]=[C:3]1[C:8]([CH2:9][N:10]2[CH2:11][CH2:12][CH:13]([CH2:16][CH2:17][C:18]3[CH:23]=[CH:22][CH:21]=[CH:20][C:19]=3[CH3:24])[CH2:14][CH2:15]2)=[CH:7][CH:6]=[CH:5][NH:4]1 |f:1.2|. Procedure details: In ethanol (10 ml) was dissolved 465 mg of 1-[(2-methoxy-3-pyridyl)methyl]-4-[2-(2-methylphenyl)ethyl]piperidine. To the mixture was added 1.75 ml of a 4N-hydrogen chloride-ethyl acetate solution, followed by heating under reflux for 3 hours. The solvent was evaporated, an aqueous sodium bicarbonate was added to the residue, and the mixture was extracted with chloroform. The extract was dried over anhydrous magnesium sulfate, and then the solvent was evaporated. The resulting solid was recrystal... Reactants: CC(=O)N1CCN(c2ccc(-n3ccnc3)cc2)CC1, Cl, [Na+], [OH-]. The product is c1cn(-c2ccc(N3CCNCC3)cc2)cn1. As a reaction SMILES: [C:1](=[O:2])([CH3:3])[N:4]1[CH2:5][CH2:6][N:7]([c:10]2[cH:11][cH:12][c:13](-[n:16]3[cH:17][n:18][cH:19][cH:20]3)[cH:14][cH:15]2)[CH2:8][CH2:9]1.[ClH:23].[Na+:22].[OH-:21]>>[NH:4]1[CH2:5][CH2:6][N:7]([c:10]2[cH:11][cH:12][c:13](-[n:16]3[cH:17][n:18][cH:19][cH:20]3)[cH:14][cH:15]2)[CH2:8][CH2:9]1. The reactants are S(O)(O)(=O)=O (sulfuric acid), ClC1=CC(=C(C=C1)N1N=C(N(C1=O)C(F)F)C)F (1-(4-chloro-2-fluorophenyl)-4-difluoromethyl-4,5-dihydro-3-methyl-5-oxo-1H-1,2,4-triazole), BrBr (bromine), ice. Conditions: time 2 hour. Yields the product ClC1=CC(=C(C=C1Br)N1N=C(N(C1=O)C(F)F)C)F (1-(4-chloro-2-fluoro-5-bromophenyl)-4-difluoromethyl4,5-dihydro-3-methyl-5-oxo-1H-1,2,4-triazole). Yield: 89.0%. As a reaction SMILES: S(=O)(=O)(O)O.[Cl:6][C:7]1[CH:12]=[CH:11][C:10]([N:13]2[C:17](=[O:18])[N:16]([CH:19]([F:21])[F:20])[C:15]([CH3:22])=[N:14]2)=[C:9]([F:23])[CH:8]=1.[Br:24]Br>>[Cl:6][C:7]1[C:12]([Br:24])=[CH:11][C:10]([N:13]2[C:17](=[O:18])[N:16]([CH:19]([F:20])[F:21])[C:15]([CH3:22])=[N:14]2)=[C:9]([F:23])[CH:8]=1. Reported procedure: To a 250 mL roundbottom flask equipped with a mechanical stirrer and a thermometer was added 6 mL of 20% fuming sulfuric acid (oleum) (% wt/vol. triazole to solvent—23.3%), 1.4 grams (0.0051 mole—1.0 equiv.) of 1-(4-chloro-2-fluorophenyl)-4-difluoromethyl-4,5-dihydro-3-methyl-5-oxo-1H-1,2,4-triazole, and 0.85 gram (0.0053 mole—1.03 equiv.) of bromine crystals. The reaction mixture stirred at ambient temperature for two hours. After this time TLC analysis of the reaction mixture indicated that th... The reactants are C1(=CC=CC=C1)/C=C/S(=O)(=O)NC1=C(C=CC=C1)S(=O)(=O)N (2-[[(E)-2-Phenylethenyl]sulfonylamino]benzenesulfonamide), [H][H] (hydrogen). Reagents/catalysts: [Pd] (Pd/C). The solvent is CO (MeOH). Product: C(CC1=CC=CC=C1)S(=O)(=O)NC1=C(C=CC=C1)S(=O)(=O)N (2-(Phenethylsulfonylamino)benzenesulfonamide). The yield is 7.8%. RXN SMILES: [C:1]1(/[CH:7]=[CH:8]/[S:9]([NH:12][C:13]2[CH:18]=[CH:17][CH:16]=[CH:15][C:14]=2[S:19]([NH2:22])(=[O:21])=[O:20])(=[O:11])=[O:10])[CH:6]=[CH:5][CH:4]=[CH:3][CH:2]=1.[H][H]>CO.[Pd]>[CH2:8]([S:9]([NH:12][C:13]1[CH:18]=[CH:17][CH:16]=[CH:15][C:14]=1[S:19]([NH2:22])(=[O:20])=[O:21])(=[O:10])=[O:11])[CH2:7][C:1]1[CH:6]=[CH:5][CH:4]=[CH:3][CH:2]=1. Reported procedure: 2-[[(E)-2-Phenylethenyl]sulfonylamino]benzenesulfonamide (0.052 g, 0.15 mmol) was dissolved in MeOH (5 mL) followed by the addition of 10% Pd/C (30 mg). The solution was subjected to hydrogen overnight at 40° C. After filtration, the crude product was purified by preparative HPLC (XTerra MS C8 column, acetonitrile/ammonium acetate buffer) to give the title compound (4 mg, 8%) as a white solid.